From a dataset of the Open Reaction Database (ORD), a public repository of structured organic reaction records. describe an organic reaction: reactants, conditions, products, and yield The reactants are C1(=CC=CC=C1)P(C1=CC=CC=C1)C1=CC=CC=C1 (triphenylphosphine), C(C=C)Br (allyl bromide). Solvent: C=1(C(=CC=CC1)C)C (xylene). Reaction conditions: temperature 30 celsius. Product: 122.7, [Br-].C(C=C)[P+](C1=CC=CC=C1)(C1=CC=CC=C1)C1=CC=CC=C1 (allyltriphenylphosphonium bromide). Reaction SMILES: [C:1]1([P:7]([C:14]2[CH:19]=[CH:18][CH:17]=[CH:16][CH:15]=2)[C:8]2[CH:13]=[CH:12][CH:11]=[CH:10][CH:9]=2)[CH:6]=[CH:5][CH:4]=[CH:3][CH:2]=1.[CH2:20]([Br:23])[CH:21]=[CH2:22]>C1(C)C(C)=CC=CC=1>[Br-:23].[CH2:22]([P+:7]([C:1]1[CH:2]=[CH:3][CH:4]=[CH:5][CH:6]=1)([C:8]1[CH:13]=[CH:12][CH:11]=[CH:10][CH:9]=1)[C:14]1[CH:15]=[CH:16][CH:17]=[CH:18][CH:19]=1)[CH:21]=[CH2:20] |f:3.4|. Procedure: 86.7 parts of triphenylphosphine was dissolved in 200 parts of xylene and 40.0 parts of allyl bromide was added thereto. The mixture was gradually heated and allowed to react at 134° C. for 3 hr. After the mixture was cooled to 30° C., the resulting colorless crystals were collected by filtration and washed with toluene to obtain 122.7 parts of allyltriphenylphosphonium bromide (compound No. 16). Yields the product CC1=C(C=NC(=C1)N1N=NN=C1)CC(=O)O ([4-Methyl-6-(1H-tetrazol-1-yl)pyridin-3-yl]acetic Acid). Solvent: C1CCOC1 (THF). The reactants are [OH-].[Li+] (lithium hydroxide), CC1=C(C=NC(=C1)N1N=NN=C1)CC(=O)[O-] ([4-methyl-6-(1H-tetrazol-1-yl)pyridin-3-yl]acetate). Conditions: time 2 hour. Reported procedure: A solution of lithium hydroxide (1 N, 4.75 ml) was added to a stirred mixture of [4-methyl-6-(1H-tetrazol-1-yl)pyridin-3-yl]acetate (1.00 g, 4.29 mmol) in THF (10 ml) and the mixture was stirred at room temperature for 2 h. The reaction mixture was acidified to pH ˜3-4 and extracted with EtOAc (3×). The combined organic layers were washed with brine, dried (Na2SO4), filtered and concentrated to provide title compound which was used directly: LC-MS (IE, m/z): 206 [M+1]+. RXN SMILES: [OH-].[Li+].[CH3:3][C:4]1[CH:9]=[C:8]([N:10]2[CH:14]=[N:13][N:12]=[N:11]2)[N:7]=[CH:6][C:5]=1[CH2:15][C:16]([O-:18])=[O:17]>C1COCC1>[CH3:3][C:4]1[CH:9]=[C:8]([N:10]2[CH:14]=[N:13][N:12]=[N:11]2)[N:7]=[CH:6][C:5]=1[CH2:15][C:16]([OH:18])=[O:17] |f:0.1|. Reactants: ClC1=CC=C(C=C1)C1(CC1)C(=O)N1CC(=CC1)C1=C(C=CC=C1)C (1-{[1-(4-chlorophenyl)cyclopropyl]carbonyl}-3-(2-methylphenyl)-2,5-dihydro-1H-pyrrole), CO (methanol). Reagents/catalysts: [Pd].[O-]S(=O)(=O)[O-].[Ba+2] (Pd BaSO4). Run at time 1 hour. The product is ClC1=CC=C(C=C1)C1(CC1)C(=O)N1CC(CC1)C1=C(C=CC=C1)C (1-{[1-(4-Chlorophenyl)cyclopropyl]carbonyl}-3-(2-methylphenyl)pyrrolidine). RXN SMILES: [Cl:1][C:2]1[CH:7]=[CH:6][C:5]([C:8]2([C:11]([N:13]3[CH2:17][CH:16]=[C:15]([C:18]4[CH:23]=[CH:22][CH:21]=[CH:20][C:19]=4[CH3:24])[CH2:14]3)=[O:12])[CH2:10][CH2:9]2)=[CH:4][CH:3]=1.CO>[Pd].[O-]S([O-])(=O)=O.[Ba+2]>[Cl:1][C:2]1[CH:7]=[CH:6][C:5]([C:8]2([C:11]([N:13]3[CH2:17][CH2:16][CH:15]([C:18]4[CH:23]=[CH:22][CH:21]=[CH:20][C:19]=4[CH3:24])[CH2:14]3)=[O:12])[CH2:9][CH2:10]2)=[CH:4][CH:3]=1 |f:2.3.4|. Procedure details: To a solution of 1-{[1-(4-chlorophenyl)cyclopropyl]carbonyl}-3-(2-methylphenyl)-2,5-dihydro-1H-pyrrole (5 mg, 0.00001 mol) in methanol (1 mL, 0.02 mol) was added Pd/BaSO4 (reduced) and the mixture was stirred under an atmosphere of hydrogen at rt for 1 h. The crude product was purified using prep-HPLC. LCMS: m/z 340.4 (M+H)' RXN SMILES: [CH2:20]1[O:21][CH2:22][CH2:23][CH2:24]1.[H:18][H:19].[NH2:1][c:2]1[n:3][c:4]([C:15](=[CH2:16])[CH3:17])[c:5]([C:13]#[N:14])[c:6](-[c:8]2[o:9][cH:10][cH:11][cH:12]2)[n:7]1>>[NH2:1][c:2]1[n:3][c:4]([CH:15]([CH3:16])[CH3:17])[c:5]([C:13]#[N:14])[c:6](-[c:8]2[o:9][cH:10][cH:11][cH:12]2)[n:7]1. Reactants: C1CCOC1, [H][H], C=C(C)c1nc(N)nc(-c2ccco2)c1C#N. Product: CC(C)c1nc(N)nc(-c2ccco2)c1C#N. The reactants are [H-].[Al+3].[Li+].[H-].[H-].[H-] (Lithium aluminium hydride), CN(C1=NC=CC=C1)CCOC1=CC=C(CN2C=C(C(=C2)C2=CC=CC=C2)C(=O)OC)C=C1 (methyl 1-[4-[2-[N-methyl-N-(2-pyridyl)amino]ethoxy]benzyl]-4-phenyl-3-pyrrolecarboxylate), O (water). The solvent is O1CCCC1 (tetrahydrofuran). Conditions: time 6 hour. The product is CN(C1=NC=CC=C1)CCOC1=CC=C(CN2C=C(C(=C2)C2=CC=CC=C2)CO)C=C1 ([1-[4-[2-[N-methyl-N-(2-pyridyl)amino]ethoxy]benzyl]-4-phenyl-3-pyrrolyl]methanol). Isolated yield 87.0%. As a reaction SMILES: [H-].[Al+3].[Li+].[H-].[H-].[H-].[CH3:7][N:8]([CH2:15][CH2:16][O:17][C:18]1[CH:39]=[CH:38][C:21]([CH2:22][N:23]2[CH:27]=[C:26]([C:28]3[CH:33]=[CH:32][CH:31]=[CH:30][CH:29]=3)[C:25]([C:34](OC)=[O:35])=[CH:24]2)=[CH:20][CH:19]=1)[C:9]1[CH:14]=[CH:13][CH:12]=[CH:11][N:10]=1.O>O1CCCC1>[CH3:7][N:8]([CH2:15][CH2:16][O:17][C:18]1[CH:39]=[CH:38][C:21]([CH2:22][N:23]2[CH:27]=[C:26]([C:28]3[CH:29]=[CH:30][CH:31]=[CH:32][CH:33]=3)[C:25]([CH2:34][OH:35])=[CH:24]2)=[CH:20][CH:19]=1)[C:9]1[CH:14]=[CH:13][CH:12]=[CH:11][N:10]=1 |f:0.1.2.3.4.5|. Procedure: Lithium aluminium hydride (305 mg) was added to a solution of methyl 1-[4-[2-[N-methyl-N-(2-pyridyl)amino]ethoxy]benzyl]-4-phenyl-3-pyrrolecarboxylate (1.78 g) in tetrahydrofuran (40 ml) at 0° C., and the mixture was stirred at room temperature for 6 hours. After water was added to the reaction mixture, the precipitate was removed by filtration and the filtrate was concentrated. The residue was subjected to silica gel column chromatography, and [1-[4-[2-[N-methyl-N-(2-pyridyl)amino]ethoxy]benzyl...